This data is from the Open Reaction Database (ORD), a public repository of structured organic reaction records. The task is: describe an organic reaction: reactants, conditions, products, and yield The reactants are CC(C)(C)[Si](C)(C)OC1CCC(=CC#N)CC1, CC1(C)OB(c2cn[nH]c2)OC1(C)C, CC#N, C1CCC2=NCCCN2CC1. Yields the product CC1(C)OB(c2cnn(C3(CC#N)CCC(O[Si](C)(C)C(C)(C)C)CC3)c2)OC1(C)C. As a reaction SMILES: [C:15]([CH3:16])([CH3:17])([CH3:18])[Si:19]([O:20][CH:21]1[CH2:22][CH2:23][C:24](=[CH:27][C:28]#[N:29])[CH2:25][CH2:26]1)([CH3:30])[CH3:31].[CH3:1][C:2]1([CH3:14])[O:3][B:4]([c:9]2[cH:10][n:11][nH:12][cH:13]2)[O:5][C:6]1([CH3:7])[CH3:8].[CH3:43][C:44]#[N:45].[N:32]12[CH2:33][CH2:34][CH2:35][N:36]=[C:37]1[CH2:38][CH2:39][CH2:40][CH2:41][CH2:42]2>>[CH3:1][C:2]1([CH3:14])[O:3][B:4]([c:9]2[cH:10][n:11][n:12]([C:24]3([CH2:27][C:28]#[N:29])[CH2:23][CH2:22][CH:21]([O:20][Si:19]([C:15]([CH3:16])([CH3:17])[CH3:18])([CH3:30])[CH3:31])[CH2:26][CH2:25]3)[cH:13]2)[O:5][C:6]1([CH3:7])[CH3:8]. Starting materials: COc1ccc([N+](=O)[O-])cc1CBr, CN(C)C=O, [H-], [Na+], O, CC(C)(C)OC(=O)N1CCC(CO)(c2ccccc2)CC1. Yields the product COc1ccc([N+](=O)[O-])cc1COCC1(c2ccccc2)CCN(C(=O)OC(C)(C)C)CC1. RXN SMILES: [Br:1][CH2:2][c:3]1[c:4]([O:12][CH3:13])[cH:5][cH:6][c:7]([N+:9](=[O:10])[O-:11])[cH:8]1.[CH3:37][N:38]([CH3:39])[CH:40]=[O:41].[H-:35].[Na+:36].[OH2:42].[OH:14][CH2:15][C:16]1([c:29]2[cH:30][cH:31][cH:32][cH:33][cH:34]2)[CH2:17][CH2:18][N:19]([C:22](=[O:23])[O:24][C:25]([CH3:26])([CH3:27])[CH3:28])[CH2:20][CH2:21]1>>[CH2:2]([c:3]1[c:4]([O:12][CH3:13])[cH:5][cH:6][c:7]([N+:9](=[O:10])[O-:11])[cH:8]1)[O:14][CH2:15][C:16]1([c:29]2[cH:30][cH:31][cH:32][cH:33][cH:34]2)[CH2:17][CH2:18][N:19]([C:22](=[O:23])[O:24][C:25]([CH3:26])([CH3:27])[CH3:28])[CH2:20][CH2:21]1. Conditions: time 16 hour. The reactants are NC1=C(C=C2C(=C(N(C2=C1)CC1=CC=CC=C1)C(C)C)C(=O)NCC1=CC(=C(C=C1)F)F)F (6-amino-1-benzyl-N-(3,4-difluorobenzyl)-5-fluoro-2-isopropyl-1H-indole-3-carboxamide), NC1=C(C=C2C(=C(N(C2=C1)CC1=CC=CC=C1)C(C)C)C(=O)NCC1=CC(=C(C=C1)F)F)F (6-amino-1-benzyl-N-(3,4-difluorobenzyl)-5-fluoro-2-isopropyl-1H-indole-3-carboxamide), ClCCN=C=S (2-chloroethyl isothiocyanate). Reagents/catalysts: CCN(CC)CC (Et3N). As a reaction SMILES: [NH2:1][C:2]1[CH:10]=[C:9]2[C:5]([C:6]([C:21]([NH:23][CH2:24][C:25]3[CH:30]=[CH:29][C:28]([F:31])=[C:27]([F:32])[CH:26]=3)=[O:22])=[C:7]([CH:18]([CH3:20])[CH3:19])[N:8]2[CH2:11][C:12]2[CH:17]=[CH:16][CH:15]=[CH:14][CH:13]=2)=[CH:4][C:3]=1[F:33].Cl[CH2:35][CH2:36][N:37]=[C:38]=[S:39]>C(Cl)Cl.CCN(CC)CC>[CH2:11]([N:8]1[C:9]2[C:5](=[CH:4][C:3]([F:33])=[C:2]([NH:1][C:38]3[S:39][CH2:35][CH2:36][N:37]=3)[CH:10]=2)[C:6]([C:21]([NH:23][CH2:24][C:25]2[CH:30]=[CH:29][C:28]([F:31])=[C:27]([F:32])[CH:26]=2)=[O:22])=[C:7]1[CH:18]([CH3:19])[CH3:20])[C:12]1[CH:17]=[CH:16][CH:15]=[CH:14][CH:13]=1. Yields the product C(C1=CC=CC=C1)N1C(=C(C2=CC(=C(C=C12)NC=1SCCN1)F)C(=O)NCC1=CC(=C(C=C1)F)F)C(C)C (1-Benzyl-N-(3,4-difluorobenzyl)-6-(4,5-dihydrothiazol-2-ylamino)-5-fluoro-2-isopropyl-1H-indole-3-carboxamide). Reported procedure: General Procedure AA. To a solution of 6-amino-1-benzyl-N-(3,4-difluorobenzyl)-5-fluoro-2-isopropyl-1H-indole-3-carboxamide (Compound 172, 39 mg, 0.086 mmol) in CH2Cl2 (1 ml) was added 2-chloroethyl isothiocyanate (25 μl, 0.26 mmol) and Et3N (1 drop). The reaction was stirred at room temperature for 16 h and was purified directly by chromatography on silica gel (0→60% EtOAc-hexanes) to yield the title compound. The solvent is C(Cl)Cl (CH2Cl2). The reactants are reagents, ClC1=CC=2C3=C(NC2C=C1)CCN(CC3)C (9-Chloro-3-methyl-1,2,3,4,5,6-hexahydroazepino[4,5-b]indole), BrC=C(C)C1=C(C=C(C=C1)Cl)Cl (1-(1-bromoprop-1-en-2-yl)-2,4-dichlorobenzene), N1[C@H](C(=O)O)CCC1 (L-proline), [O-]P(=O)([O-])[O-].[K+].[K+].[K+] (potassium phosphate tribasic). The reagents and catalysts are [Cu]I (CuI). The solvent is CN(C)C=O (DMF). Run at temperature 85 celsius. Product: ClC1=CC=2C3=C(N(C2C=C1)\C=C(/C)\C1=C(C=C(C=C1)Cl)Cl)CCN(CC3)C ((E)-9-chloro-6-(2-(2,4-dichlorophenyl)prop-1-enyl)-3-methyl-1,2,3,4,5,6-hexahydroazepino[4,5-b]indole). As a reaction SMILES: [Cl:1][C:2]1[CH:10]=[CH:9][C:8]2[NH:7][C:6]3[CH2:11][CH2:12][N:13]([CH3:16])[CH2:14][CH2:15][C:5]=3[C:4]=2[CH:3]=1.Br[CH:18]=[C:19]([C:21]1[CH:26]=[CH:25][C:24]([Cl:27])=[CH:23][C:22]=1[Cl:28])[CH3:20].N1CCC[C@H]1C(O)=O.[O-]P([O-])([O-])=O.[K+].[K+].[K+]>CN(C=O)C.[Cu]I>[Cl:1][C:2]1[CH:10]=[CH:9][C:8]2[N:7](/[CH:18]=[C:19](/[C:21]3[CH:26]=[CH:25][C:24]([Cl:27])=[CH:23][C:22]=3[Cl:28])\[CH3:20])[C:6]3[CH2:11][CH2:12][N:13]([CH3:16])[CH2:14][CH2:15][C:5]=3[C:4]=2[CH:3]=1 |f:3.4.5.6|. Procedure details: 9-Chloro-3-methyl-1,2,3,4,5,6-hexahydroazepino[4,5-b]indole (234 mg, 1 mmol), 1-(1-bromoprop-1-en-2-yl)-2,4-dichlorobenzene (318 mg, 1.2 mmol), L-proline (0.2 mmol), CuI (19 mg, 0.1 mmol) and potassium phosphate tribasic (424 mg, 2 mmol) in DMF was stirred at RT and purged with nitrogen. The reaction mixture was heated at 85° C. overnight. An additional 1 eq. of reagents was added and the mixture heated for an additional 24 h. The DMF was evaporated and the residue was poured into water. The pre... Starting materials: C1CCOC1, NN, O, O=C1c2ccccc2C(=O)N1c1ccn(Cc2ccccc2OCc2ccccc2)n1. The product is Nc1ccn(Cc2ccccc2OCc2ccccc2)n1. RXN SMILES: [CH2:35]1[O:36][CH2:37][CH2:38][CH2:39]1.[NH2:33][NH2:34].[OH2:32].[c:1]1([CH2:7][O:8][c:9]2[c:10]([CH2:15][n:16]3[n:17][c:18]([N:21]4[C:22](=[O:23])[c:24]5[c:25]([cH:26][cH:27][cH:28][cH:29]5)[C:30]4=[O:31])[cH:19][cH:20]3)[cH:11][cH:12][cH:13][cH:14]2)[cH:2][cH:3][cH:4][cH:5][cH:6]1>>[c:1]1([CH2:7][O:8][c:9]2[c:10]([CH2:15][n:16]3[n:17][c:18]([NH2:21])[cH:19][cH:20]3)[cH:11][cH:12][cH:13][cH:14]2)[cH:2][cH:3][cH:4][cH:5][cH:6]1. As a reaction SMILES: [CH3:1][C:2]1([CH3:25])[CH:3]=[CH:4][c:5]2[c:6]([c:8]3[c:9]([o:10][c:11](=[O:17])[cH:12][c:13]3[CH2:14][CH2:15][CH3:16])[cH:18][c:19]2[O:20][C:21](=[O:22])[CH2:23][CH3:24])[O:7]1.[CH3:33][OH:34].[ClH:32].[Na+:30].[O-:26][C:27]([OH:28])=[O:29].[OH2:31]>>[CH3:1][C:2]1([CH3:25])[CH:3]=[CH:4][c:5]2[c:6]([c:8]3[c:9]([o:10][c:11](=[O:17])[cH:12][c:13]3[CH2:14][CH2:15][CH3:16])[cH:18][c:19]2[OH:20])[O:7]1. Product: CCCc1cc(=O)oc2cc(O)c3c(c12)OC(C)(C)C=C3. Starting materials: CCCc1cc(=O)oc2cc(OC(=O)CC)c3c(c12)OC(C)(C)C=C3, CO, Cl, [Na+], O=C([O-])O, O. Starting materials: C=O, C1CCOC1, [Na+], [OH-], CC(Cn1ncc2ccc(O)cc21)NC(=O)OCc1ccccc1. Yields the product CC(Cn1ncc2ccc(O)c(CO)c21)NC(=O)OCc1ccccc1. RXN SMILES: [CH2:25]=[O:26].[CH2:29]1[O:30][CH2:31][CH2:32][CH2:33]1.[Na+:28].[OH-:27].[OH:1][c:2]1[cH:3][cH:4][c:5]2[cH:6][n:7][n:8]([CH2:11][CH:12]([CH3:13])[NH:14][C:15]([O:16][CH2:17][c:18]3[cH:19][cH:20][cH:21][cH:22][cH:23]3)=[O:24])[c:9]2[cH:10]1>>[OH:1][c:2]1[cH:3][cH:4][c:5]2[cH:6][n:7][n:8]([CH2:11][CH:12]([CH3:13])[NH:14][C:15]([O:16][CH2:17][c:18]3[cH:19][cH:20][cH:21][cH:22][cH:23]3)=[O:24])[c:9]2[c:10]1[CH2:25][OH:26]. Reactants: B, COCCCN1CCOc2ccc(COC3CN(S(=O)(=O)c4ccc(C)cc4)C(CC#N)CC3c3ccc(OC)cc3)cc21, C1CCOC1, C1CCOC1. Product: COCCCN1CCOc2ccc(COC3CN(S(=O)(=O)c4ccc(C)cc4)C(CCN)CC3c3ccc(OC)cc3)cc21. As a reaction SMILES: [BH3:50].[CH3:1][O:2][c:3]1[cH:4][cH:5][c:6]([CH:9]2[CH2:10][CH:11]([CH2:42][C:43]#[N:44])[N:12]([S:32](=[O:33])(=[O:34])[c:35]3[cH:36][cH:37][c:38]([CH3:41])[cH:39][cH:40]3)[CH2:13][CH:14]2[O:15][CH2:16][c:17]2[cH:18][cH:19][c:20]3[c:21]([cH:31]2)[N:22]([CH2:26][CH2:27][CH2:28][O:29][CH3:30])[CH2:23][CH2:24][O:25]3)[cH:7][cH:8]1.[O:45]1[CH2:46][CH2:47][CH2:48][CH2:49]1.[O:51]1[CH2:52][CH2:53][CH2:54][CH2:55]1>>[CH3:1][O:2][c:3]1[cH:4][cH:5][c:6]([CH:9]2[CH2:10][CH:11]([CH2:42][CH2:43][NH2:44])[N:12]([S:32](=[O:33])(=[O:34])[c:35]3[cH:36][cH:37][c:38]([CH3:41])[cH:39][cH:40]3)[CH2:13][CH:14]2[O:15][CH2:16][c:17]2[cH:18][cH:19][c:20]3[c:21]([cH:31]2)[N:22]([CH2:26][CH2:27][CH2:28][O:29][CH3:30])[CH2:23][CH2:24][O:25]3)[cH:7][cH:8]1. Starting materials: CC(C)([O-])C.[K+] (potassium tert-butoxide), N1(C=NC=C1)C(CCCCCl)C1=CC=C(C#N)C=C1 (4-[1-(1-imidazolyl)-5-chloropentyl]benzonitrile). Solvent: O1CCCC1 (tetrahydrofuran), O1CCCC1 (tetrahydrofuran). Run at time 30 minute. The product is C(#N)C1=CC=C(C=C1)C1(CCCC1)N1C=NC=C1 (1-(4-cyanophenyl)-1-(1-imidazolyl)cyclopentane). As a reaction SMILES: CC(C)([O-])C.[K+].[N:7]1([CH:12]([C:18]2[CH:25]=[CH:24][C:21]([C:22]#[N:23])=[CH:20][CH:19]=2)[CH2:13][CH2:14][CH2:15][CH2:16]Cl)[CH:11]=[CH:10][N:9]=[CH:8]1>O1CCCC1>[C:22]([C:21]1[CH:24]=[CH:25][C:18]([C:12]2([N:7]3[CH:11]=[CH:10][N:9]=[CH:8]3)[CH2:16][CH2:15][CH2:14][CH2:13]2)=[CH:19][CH:20]=1)#[N:23] |f:0.1|. Reported procedure: A solution of potassium tert-butoxide (1.10 g) in tetrahydrofuran (50 mL) is added dropwise to a solution of 4-[1-(1-imidazolyl)-5-chloropentyl]benzonitrile (2.50 g) in tetrahydrofuran at 0° (ice-bath). The reaction is allowed to proceed at 0° for 30 minutes and is then allowed to warm to room temperature during 3 hours. The reaction is then quenched with water (100 mL) and the mixture is subsequently extracted with ethyl acetate (100 mL). The organic extract is extracted with 3N hydrochloric ac... Reactants: BrC1=CC=C(OC2=CC=C(CN(C=3C(=C(C=CC3)NS(=O)(=O)C)C)CC3=C(C=C(C=C3)F)F)C=C2)C=C1 (N-{3-[[4-(4-bromophenoxy)benzyl](2,4-difluorobenzyl)amino]-2-methylphenyl}methanesulfonamide), [Br-].C(C)OC(CCC[Zn+])=O (4-ethoxy-4-oxobutylzinc bromide). The product is FC1=C(CN(C2=C(C(=CC=C2)NS(=O)(=O)C)C)CC2=CC=C(OC3=CC=C(C=C3)CCCC(=O)OCC)C=C2)C=CC(=C1)F (ethyl 4-(4-{4-[((2,4-difluorobenzyl){2-methyl-3-[(methylsulfonyl)amino]phenyl}amino)methyl]phenoxy}phenyl)butanoate). As a reaction SMILES: Br[C:2]1[CH:37]=[CH:36][C:5]([O:6][C:7]2[CH:35]=[CH:34][C:10]([CH2:11][N:12]([CH2:25][C:26]3[CH:31]=[CH:30][C:29]([F:32])=[CH:28][C:27]=3[F:33])[C:13]3[C:14]([CH3:24])=[C:15]([NH:19][S:20]([CH3:23])(=[O:22])=[O:21])[CH:16]=[CH:17][CH:18]=3)=[CH:9][CH:8]=2)=[CH:4][CH:3]=1.[Br-].[CH2:39]([O:41][C:42](=[O:47])[CH2:43][CH2:44][CH2:45][Zn+])[CH3:40]>>[F:33][C:27]1[CH:28]=[C:29]([F:32])[CH:30]=[CH:31][C:26]=1[CH2:25][N:12]([CH2:11][C:10]1[CH:9]=[CH:8][C:7]([O:6][C:5]2[CH:36]=[CH:37][C:2]([CH2:45][CH2:44][CH2:43][C:42]([O:41][CH2:39][CH3:40])=[O:47])=[CH:3][CH:4]=2)=[CH:35][CH:34]=1)[C:13]1[CH:18]=[CH:17][CH:16]=[C:15]([NH:19][S:20]([CH3:23])(=[O:21])=[O:22])[C:14]=1[CH3:24] |f:1.2|. Procedure: The product from Example 48B and 4-ethoxy-4-oxobutylzinc bromide (purchased from Aldrich) were processed as described in Example 49 to provide the title compound. MS (ESI+) m/z 623 (M+H)+.